Dataset: the Open Reaction Database (ORD), a public repository of structured organic reaction records. Task: describe an organic reaction: reactants, conditions, products, and yield Starting materials: BrCC1CO1, CC(C)O, NCC1CCCc2cc(I)ccc21. Product: OC1CN(CC2CCCc3cc(I)ccc32)C1. RXN SMILES: [Br:14][CH2:15][CH:16]1[CH2:17][O:18]1.[CH:19]([OH:20])([CH3:21])[CH3:22].[I:1][c:2]1[cH:3][c:4]2[c:9]([cH:10][cH:11]1)[CH:8]([CH2:12][NH2:13])[CH2:7][CH2:6][CH2:5]2>>[I:1][c:2]1[cH:3][c:4]2[c:9]([cH:10][cH:11]1)[CH:8]([CH2:12][N:13]1[CH2:15][CH:16]([OH:18])[CH2:17]1)[CH2:7][CH2:6][CH2:5]2. Starting materials: CCO, [H][H], [Ni], N#CC(Cc1ccccc1)(c1cccc(OC(F)(F)F)c1)c1cccc(OC(F)(F)F)c1. Product: NCC(Cc1ccccc1)(c1cccc(OC(F)(F)F)c1)c1cccc(OC(F)(F)F)c1. Reaction SMILES: [CH3:35][CH2:36][OH:37].[H:33][H:34].[Ni:38].[c:1]1([CH2:7][C:8]([C:9]#[N:10])([c:11]2[cH:12][c:13]([O:17][C:18]([F:19])([F:20])[F:21])[cH:14][cH:15][cH:16]2)[c:22]2[cH:23][c:24]([O:28][C:29]([F:30])([F:31])[F:32])[cH:25][cH:26][cH:27]2)[cH:2][cH:3][cH:4][cH:5][cH:6]1>>[c:1]1([CH2:7][C:8]([CH2:9][NH2:10])([c:11]2[cH:12][c:13]([O:17][C:18]([F:19])([F:20])[F:21])[cH:14][cH:15][cH:16]2)[c:22]2[cH:23][c:24]([O:28][C:29]([F:30])([F:31])[F:32])[cH:25][cH:26][cH:27]2)[cH:2][cH:3][cH:4][cH:5][cH:6]1. Reactants: CCCCCC=CCC=CCCCCCCCC(=O)OCC, Cc1ccccc1, CCOC(C)=O, CN1CCCC1CCN, [Na+], [OH-], O. The product is CCCCCC=CCC=CCCCCCCCC(=O)NCCC1CCCN1C. RXN SMILES: [CH2:17]([O:19][C:20](=[O:18])[CH2:21][CH2:22][CH2:23][CH2:24][CH2:25][CH2:26][CH2:27][CH:28]=[CH:29][CH2:30][CH:31]=[CH:32][CH2:33][CH2:34][CH2:35][CH2:36][CH3:37])[CH3:38].[CH3:10][c:11]1[cH:12][cH:13][cH:14][cH:15][cH:16]1.[CH3:41][CH2:42][O:43][C:44](=[O:45])[CH3:46].[NH2:1][CH2:2][CH2:3][CH:4]1[N:5]([CH3:9])[CH2:6][CH2:7][CH2:8]1.[Na+:40].[OH-:39].[OH2:47]>>[NH:1]([CH2:2][CH2:3][CH:4]1[N:5]([CH3:9])[CH2:6][CH2:7][CH2:8]1)[C:20](=[O:19])[CH2:21][CH2:22][CH2:23][CH2:24][CH2:25][CH2:26][CH2:27][CH:28]=[CH:29][CH2:30][CH:31]=[CH:32][CH2:33][CH2:34][CH2:35][CH2:36][CH3:37]. The reactants are ClC1=CC=C(C(=O)NCCCC(=O)O)C=C1 (N-(p-chlorobenzoyl)-4-aminobutyric acid), N1[C@H](C(=O)OCC)CCC1 (ethyl L-prolinate), [OH-].[K+] (potassium hydroxide). The solvent is C(C)O (ethanol). Run at time 12 hour. Product: ClC1=CC=C(C(=O)NCCCC(=O)N2[C@H](C(=O)O)CCC2)C=C1 (N-[N-(p-chlorobenzoyl)-4-aminobutyryl]-L-proline). RXN SMILES: [Cl:1][C:2]1[CH:16]=[CH:15][C:5]([C:6]([NH:8][CH2:9][CH2:10][CH2:11][C:12]([OH:14])=O)=[O:7])=[CH:4][CH:3]=1.[NH:17]1[CH2:26][CH2:25][CH2:24][C@H:18]1[C:19]([O:21]CC)=[O:20].[OH-].[K+]>C(O)C>[Cl:1][C:2]1[CH:3]=[CH:4][C:5]([C:6]([NH:8][CH2:9][CH2:10][CH2:11][C:12]([N:17]2[CH2:26][CH2:25][CH2:24][C@H:18]2[C:19]([OH:21])=[O:20])=[O:14])=[O:7])=[CH:15][CH:16]=1 |f:2.3|. Procedure details: Analogously to Example 1, by using equivalent quantities, reacting N-(p-chlorobenzoyl)-4-aminobutyric acid and ethyl L-prolinate and suitable processing, dissolving the evaporation residue in ethanol, adding an ethanolic solution of potassium hydroxide, stirring for 12 hours at room temperature and further processing yields N-[N-(p-chlorobenzoyl)-4-aminobutyryl]-L-proline. Reactants: [C+4], CC(C)(C)OC(=O)C12CCC1CN(C(=O)OCc1ccccc1)C2, CO, [H][H], [OH-], [OH-], [OH-], [OH-], [OH-], [OH-], [Pd+2]. Product: CC(C)(C)OC(=O)C12CCC1CNC2. As a reaction SMILES: [C+4:29].[C:1]([CH3:2])([CH3:3])([CH3:4])[O:5][C:6](=[O:7])[C:8]12[CH2:9][N:10]([C:15]([O:16][CH2:17][c:18]3[cH:19][cH:20][cH:21][cH:22][cH:23]3)=[O:24])[CH2:11][CH:12]1[CH2:13][CH2:14]2.[CH3:27][OH:28].[H:25][H:26].[OH-:30].[OH-:32].[OH-:33].[OH-:34].[OH-:35].[OH-:36].[Pd+2:31]>>[C:1]([CH3:2])([CH3:3])([CH3:4])[O:5][C:6](=[O:7])[C:8]12[CH2:9][NH:10][CH2:11][CH:12]1[CH2:13][CH2:14]2. Reactants: BrC=1C(=CN=C2C=CC(=NC12)OC)F (8-bromo-7-fluoro-2-methoxy-[1,5]naphthyridine), [O-]P(=O)([O-])[O-].[K+].[K+].[K+] (K3PO4), C(C1=CC=CC=C1)OC(NC1CNC1)=O (azetidin-3-yl-carbamic acid benzyl ester). Reagents/catalysts: C(C)(=O)[O-].[Pd+2].C(C)(=O)[O-] (palladium(II) acetate), C1=CC=C(C=C1)P(C2=CC=CC=C2)C3=CC=CC=C3OC4=CC=CC=C4P(C5=CC=CC=C5)C6=CC=CC=C6 (DPEphos). Run at temperature 85 celsius. Product: C(C1=CC=CC=C1)OC(NC1CN(C1)C1=C(C=NC2=CC=C(N=C12)OC)F)=O ([1-(3-Fluoro-6-methoxy-[1,5]naphthyridin-4-yl)-azetidin-3-yl]-carbamic acid benzyl ester). Isolated yield 85.0%. RXN SMILES: Br[C:2]1[C:3]([F:14])=[CH:4][N:5]=[C:6]2[C:11]=1[N:10]=[C:9]([O:12][CH3:13])[CH:8]=[CH:7]2.[O-]P([O-])([O-])=O.[K+].[K+].[K+].[CH2:23]([O:30][C:31](=[O:37])[NH:32][CH:33]1[CH2:36][NH:35][CH2:34]1)[C:24]1[CH:29]=[CH:28][CH:27]=[CH:26][CH:25]=1>C([O-])(=O)C.[Pd+2].C([O-])(=O)C.C1C=CC(P(C2C(OC3C(P(C4C=CC=CC=4)C4C=CC=CC=4)=CC=CC=3)=CC=CC=2)C2C=CC=CC=2)=CC=1>[CH2:23]([O:30][C:31](=[O:37])[NH:32][CH:33]1[CH2:36][N:35]([C:2]2[C:11]3[C:6](=[CH:7][CH:8]=[C:9]([O:12][CH3:13])[N:10]=3)[N:5]=[CH:4][C:3]=2[F:14])[CH2:34]1)[C:24]1[CH:29]=[CH:28][CH:27]=[CH:26][CH:25]=1 |f:1.2.3.4,6.7.8|. Reported procedure: An oven-dried vial was charged with 8-bromo-7-fluoro-2-methoxy-[1,5]naphthyridine (commercial; 2.0 g, 7.78 mmol), palladium(II) acetate (70 mg, 0.31 mmol), DPEphos (335 mg, 0.62 mmol), K3PO4 (4.13 g, 19.45 mmol) and azetidin-3-yl-carbamic acid benzyl ester (1.68 g, 8.17 mmol). The resulting mixture was purged with argon for several min. Dioxane (25 mL) was then added via syringe and the resulting suspension was purged with argon for 3 min. The mixture was then heated at 85° C. overnight. The sol... Starting materials: C1(CC1)NC(=O)NC=1C(=NNC1)C1=NC2=C(N1)C=CC(=C2)CN2CCOCC2 (1-cyclopropyl-3-[3-(5-morpholin-4-ylmethyl-1H-benzoimidazol-2-yl)-1H-pyrazol-4-yl]-urea), C(C)S(=O)(=O)O (ethanesulfonic acid), CCOCC (Et2O). Solvent: CO (MeOH), CO.CCOC(=O)C (MeOH EtOAc). Conditions: time 72 hour. Yields the product C(C)S(=O)(=O)O.C1(CC1)NC(=O)NC=1C(=NNC1)C1=NC2=C(N1)C=CC(=C2)CN2CCOCC2 (1-cyclopropyl-3-[3-(5-morpholin-4-ylmethyl-1H-benzoimidazol-2-yl)-1H-pyrazol-4-yl]-urea ethanesulfonate salt). As a reaction SMILES: [CH:1]1([NH:4][C:5]([NH:7][C:8]2[C:9]([C:13]3[NH:17][C:16]4[CH:18]=[CH:19][C:20]([CH2:22][N:23]5[CH2:28][CH2:27][O:26][CH2:25][CH2:24]5)=[CH:21][C:15]=4[N:14]=3)=[N:10][NH:11][CH:12]=2)=[O:6])[CH2:3][CH2:2]1.[CH2:29]([S:31]([OH:34])(=[O:33])=[O:32])[CH3:30].CCOCC>CO.CCOC(C)=O.CO>[CH2:29]([S:31]([OH:34])(=[O:33])=[O:32])[CH3:30].[CH:1]1([NH:4][C:5]([NH:7][C:8]2[C:9]([C:13]3[NH:17][C:16]4[CH:18]=[CH:19][C:20]([CH2:22][N:23]5[CH2:24][CH2:25][O:26][CH2:27][CH2:28]5)=[CH:21][C:15]=4[N:14]=3)=[N:10][NH:11][CH:12]=2)=[O:6])[CH2:3][CH2:2]1 |f:3.4,6.7|. Reported procedure: To a solution of 1-cyclopropyl-3-[3-(5-morpholin-4-ylmethyl-1H-benzoimidazol-2-yl)-1H-pyrazol-4-yl]-urea free base in MeOH-EtOAc was added 1 equivalent of ethanesulfonic acid. The mixture was stirred at ambient temperature and then reduced in vacuo. The residue was taken up in MeOH and to the solution was added Et2O. Mixture left to stand for 72 h and the solid formed collected by filtration and dried to give 1-cyclopropyl-3-[3-(5-morpholin-4-ylmethyl-1H-benzoimidazol-2-yl)-1H-pyrazol-4-yl]-urea... Starting materials: FC1=CC=C(OC=2C=C(C=CC2)I)C=C1 (3-(4-fluoro-phenoxy)-iodobenzene), C1(=CC=CC=C1)P(C1=CC=CC=C1)C1=CC=CC=C1 (triphenyl-phosphine), C(C)(C)NC(C)C (Diisopropylamine), N#N (N2), CC(C#C)O (3-butyn-2-ol). The reagents and catalysts are [Cu]I (copper(I) iodide), CC#N.CC#N.Cl[Pd]Cl (bis(acetonitrile)palladium(II) chloride). The solvent is C(C)(C)(C)OC (methyl t-butyl ether). Yields the product FC1=CC=C(OC=2C=C(C=CC2)C#CC(C)O)C=C1 (4-[3-(4-fluorophenoxy)phenyl]-3-butyn-2-ol). As a reaction SMILES: [F:1][C:2]1[CH:15]=[CH:14][C:5]([O:6][C:7]2[CH:8]=[C:9](I)[CH:10]=[CH:11][CH:12]=2)=[CH:4][CH:3]=1.C1(P(C2C=CC=CC=2)C2C=CC=CC=2)C=CC=CC=1.[CH3:35][CH:36]([OH:39])[C:37]#[CH:38].C(NC(C)C)(C)C.N#N>[Cu]I.CC#N.CC#N.Cl[Pd]Cl.C(OC)(C)(C)C>[F:1][C:2]1[CH:15]=[CH:14][C:5]([O:6][C:7]2[CH:8]=[C:9]([C:38]#[C:37][CH:36]([OH:39])[CH3:35])[CH:10]=[CH:11][CH:12]=2)=[CH:4][CH:3]=1 |f:6.7.8|. Procedure details: A 30-gallon, glass-lined reactor was charged with 3-(4-fluoro-phenoxy)-iodobenzene (10.0 kg), copper(I) iodide (60.6 g), triphenyl-phosphine (95.0 g), bis(acetonitrile)palladium(II) chloride, and methyl t-butyl ether (27 kg). The mixture was cooled to 0°-10° C. and 55% aqueous 3-butyn-2-ol (4.20 kg) was added. Diisopropylamine (3.8 kg) was added to initiate the reaction and N2 was bubbled up from the bottom valve for a few minutes to agitate the reaction mixture. The reaction mixture was agitate... Starting materials: ClC(Cl)Cl, O, O=S(=O)(Cl)Cl, CS(=O)(=O)Oc1ccc(-c2c3ccccc3cc3sc4ccccc4c23)cc1. Product: CS(=O)(=O)Oc1ccc(-c2c3ccccc3c(Cl)c3sc4ccccc4c23)cc1. As a reaction SMILES: [CH:35]([Cl:36])([Cl:37])[Cl:38].[OH2:34].[S:29]([Cl:30])(=[O:31])([Cl:32])=[O:33].[cH:1]1[cH:2][cH:3][cH:4][c:5]2[s:6][c:7]3[c:8]([c:9]12)[c:10](-[c:18]1[cH:19][cH:20][c:21]([O:24][S:25](=[O:26])(=[O:27])[CH3:28])[cH:22][cH:23]1)[c:11]1[cH:12][cH:13][cH:14][cH:15][c:16]1[cH:17]3>>[cH:1]1[cH:2][cH:3][cH:4][c:5]2[s:6][c:7]3[c:8]([c:9]12)[c:10](-[c:18]1[cH:19][cH:20][c:21]([O:24][S:25](=[O:26])(=[O:27])[CH3:28])[cH:22][cH:23]1)[c:11]1[cH:12][cH:13][cH:14][cH:15][c:16]1[c:17]3[Cl:32]. Reactants: C(C)(=O)OC=1N=C(C2=CC(=C(C=C2C1CC=1C(=NC2=CC=C(C=C2C1)OC)NCC)OC)OC)CNC(C)=O (1-(Acetamidomethyl)-4-((2-(ethylamino)-6-methoxyquinolin-3-yl)methyl)-6,7-dimethoxyisoquinolin-3-yl acetate), N (NH3). The solvent is C(Cl)Cl (CH2Cl2), C(Cl)Cl (CH2Cl2), CO (MeOH). Conditions: time 8 hour. Product: C(C)NC1=NC2=CC=C(C=C2C=C1CC1=C(N=C(C2=CC(=C(C=C12)OC)OC)CNC(C)=O)O)OC (N-((4-((2-(ethylamino)-6-methoxyquinolin-3-yl)methyl)-3-hydroxy-6,7-dimethoxyisoquinolin-1-yl)methyl)acetamide). Reaction SMILES: C([O:4][C:5]1[N:6]=[C:7]([CH2:35][NH:36][C:37](=[O:39])[CH3:38])[C:8]2[C:13]([C:14]=1[CH2:15][C:16]1[C:17]([NH:28][CH2:29][CH3:30])=[N:18][C:19]3[C:24]([CH:25]=1)=[CH:23][C:22]([O:26][CH3:27])=[CH:21][CH:20]=3)=[CH:12][C:11]([O:31][CH3:32])=[C:10]([O:33][CH3:34])[CH:9]=2)(=O)C.N>C(Cl)Cl.CO>[CH2:29]([NH:28][C:17]1[C:16]([CH2:15][C:14]2[C:13]3[C:8](=[CH:9][C:10]([O:33][CH3:34])=[C:11]([O:31][CH3:32])[CH:12]=3)[C:7]([CH2:35][NH:36][C:37](=[O:39])[CH3:38])=[N:6][C:5]=2[OH:4])=[CH:25][C:24]2[C:19](=[CH:20][CH:21]=[C:22]([O:26][CH3:27])[CH:23]=2)[N:18]=1)[CH3:30]. Procedure details: To a solution of 1-(acetamidomethyl)-4-((2-(ethylamino)-6-methoxyquinolin-3-yl)methyl)-6,7-dimethoxyisoquinolin-3-yl acetate 56 (20 mg, 38 μmol) in CH2Cl2 (9 mL) in a 25 mL round-bottomed flask equipped with a magnetic stirrer was added a 7 N NH3 solution in MeOH (1 mL) and the reaction mixture was stirred overnight at RT then diluted with CH2Cl2:MeOH=9:1 (50 mL) and the organic solution was washed with brine (10 mL), dried over Na2SO4, filtered and concentrated at 40° C. under vacuum. Purificat...